Dataset: the Open Reaction Database (ORD), a public repository of structured organic reaction records. Task: describe an organic reaction: reactants, conditions, products, and yield Procedure: Prepared according to Procedure N using 5,7-difluoro-3-methyl-N-(5-morpholinopyridin-3-yl)-2-(piperazin-1-yl)quinolin-4-amine (50 mg, 0.11 mmol) and isobutyl chloroformate to give isobutyl 4-(5,7-difluoro-3-methyl-4-(5-morpholinopyridin-3-ylamino)quinolin-2-yl)piperazine-1-carboxylate. 1H NMR (DMSO-d6) δ ppm 0.86-0.92 (m, 6H), 1.86-1.91 (m, 1H), 2.09 (br s, 3H), 3.05 (t, J=4.4 Hz, 4H), 3.28-3.32 (m, 4H), 3.57 (br s, 4H), 3.69 (t, J=4.4 Hz, 4H), 3.83 (d, J=6.4 Hz, 2H), 6.50 (s, 1H), 7.13-7.19 (m,... As a reaction SMILES: [F:1][C:2]1[CH:11]=[C:10]([F:12])[CH:9]=[C:8]2[C:3]=1[C:4]([NH:20][C:21]1[CH:22]=[N:23][CH:24]=[C:25]([N:27]3[CH2:32][CH2:31][O:30][CH2:29][CH2:28]3)[CH:26]=1)=[C:5]([CH3:19])[C:6]([N:13]1[CH2:18][CH2:17][NH:16][CH2:15][CH2:14]1)=[N:7]2.Cl[C:34]([O:36][CH2:37][CH:38]([CH3:40])[CH3:39])=[O:35]>>[F:1][C:2]1[CH:11]=[C:10]([F:12])[CH:9]=[C:8]2[C:3]=1[C:4]([NH:20][C:21]1[CH:22]=[N:23][CH:24]=[C:25]([N:27]3[CH2:32][CH2:31][O:30][CH2:29][CH2:28]3)[CH:26]=1)=[C:5]([CH3:19])[C:6]([N:13]1[CH2:14][CH2:15][N:16]([C:34]([O:36][CH2:37][CH:38]([CH3:40])[CH3:39])=[O:35])[CH2:17][CH2:18]1)=[N:7]2. The product is FC1=C2C(=C(C(=NC2=CC(=C1)F)N1CCN(CC1)C(=O)OCC(C)C)C)NC=1C=NC=C(C1)N1CCOCC1 (isobutyl 4-(5,7-difluoro-3-methyl-4-(5-morpholinopyridin-3-ylamino)quinolin-2-yl)piperazine-1-carboxylate). Reactants: FC1=C2C(=C(C(=NC2=CC(=C1)F)N1CCNCC1)C)NC=1C=NC=C(C1)N1CCOCC1 (5,7-difluoro-3-methyl-N-(5-morpholinopyridin-3-yl)-2-(piperazin-1-yl)quinolin-4-amine), ClC(=O)OCC(C)C (isobutyl chloroformate). Starting materials: OCCCCCCCCCCCC(=O)O (12-hydroxydodecanoic acid), N1=CC=CC=C1 (pyridine), C(C(=C)C)(=O)Cl (methacryloyl chloride). Run in O1CCCC1 (tetrahydrofuran), O1CCCC1 (THF). Conditions: temperature 0 celsius. The product is C(C(=C)C)(=O)OCCCCCCCCCCCC(=O)O (12-methacryloyloxydodecanoic acid). Isolated yield 53.0%. As a reaction SMILES: [OH:1][CH2:2][CH2:3][CH2:4][CH2:5][CH2:6][CH2:7][CH2:8][CH2:9][CH2:10][CH2:11][CH2:12][C:13]([OH:15])=[O:14].N1C=CC=CC=1.[C:22](Cl)(=[O:26])[C:23]([CH3:25])=[CH2:24]>O1CCCC1>[C:22]([O:1][CH2:2][CH2:3][CH2:4][CH2:5][CH2:6][CH2:7][CH2:8][CH2:9][CH2:10][CH2:11][CH2:12][C:13]([OH:15])=[O:14])(=[O:26])[C:23]([CH3:25])=[CH2:24]. Reported procedure: To a solution of 2.16 g of 12-hydroxydodecanoic acid in 30 ml of tetrahydrofuran (THF) is added 1.09 g of pyridine. The mixture is cooled to 0° C. and a solution of 1.04 g of methacryloyl chloride in 15 ml of THF is added dropwise. The mixture is allowed to warm to room temperature while stirring and is then stirred at ambient temperature for 12 hours. The solvent is then removed under reduced pressure and the residual solid is dissolved in 25 ml of diethylether. The solution is washed with dist... Starting materials: C(C)(C)(C)OC([C@H](CC)N1C(C(=CC=C1)NC(=O)OCC1=CC=CC=C1)=O)=O ((S)-2-(3-Benzyloxycarbonylamino-2-oxo-2H-pyridin-1-yl)-butyric acid tert-butyl ester), [H-].[Na+] (NaH), C(CC)I (Propyliodide). Solvent: CN(C)C=O (DMF). Run at time 30 minute. Product: C(C)(C)(C)OC([C@H](CC)N1C(C(=CC=C1)N(CCC)C(=O)OCC1=CC=CC=C1)=O)=O ((S)-2-[3-(Benzyloxycarbonyl-propyl-amino)-2-oxo-2H-pyridin-1-yl]-butyric acid tert-butyl ester). The yield is 1283.5%. Reaction SMILES: [C:1]([O:5][C:6](=[O:28])[C@@H:7]([N:10]1[CH:15]=[CH:14][CH:13]=[C:12]([NH:16][C:17]([O:19][CH2:20][C:21]2[CH:26]=[CH:25][CH:24]=[CH:23][CH:22]=2)=[O:18])[C:11]1=[O:27])[CH2:8][CH3:9])([CH3:4])([CH3:3])[CH3:2].[H-].[Na+].[CH2:31](I)[CH2:32][CH3:33]>CN(C=O)C>[C:1]([O:5][C:6](=[O:28])[C@@H:7]([N:10]1[CH:15]=[CH:14][CH:13]=[C:12]([N:16]([C:17]([O:19][CH2:20][C:21]2[CH:22]=[CH:23][CH:24]=[CH:25][CH:26]=2)=[O:18])[CH2:31][CH2:32][CH3:33])[C:11]1=[O:27])[CH2:8][CH3:9])([CH3:2])([CH3:3])[CH3:4] |f:1.2|. Procedure: To a solution of (S)-2-(3-Benzyloxycarbonylamino-2-oxo-2H-pyridin-1-yl)-butyric acid tert-butyl ester (100 mg, 0.26 mmol) in anhydrous DMF (3 mL) was added NaH (60% dispersion, 10 mg, 0.26 mmol) and the reaction was stirred at ambient temperature for 30 minutes. Propyliodide (30 μL, 0.31 mmol) was added dropwise and the reaction stirred at ambient temperature overnight. The mixture was concentrated in vacuo to a solid and partitioned between EtOAc (10 mL) and water (10 mL). The organic layer was...